From a dataset of the Open Reaction Database (ORD), a public repository of structured organic reaction records. describe an organic reaction: reactants, conditions, products, and yield The reactants are FC=1C=C(OC=2C(OC(C2C2=CC=C(C=C2)S(=O)(=O)C)(C)C)=O)C=CC1F (3-(3,4-difluorophenoxy)-5,5-dimethyl-4-(4-(methylsulfonyl)phenyl)-5H-furan-2-one), CC(C)C[AlH]CC(C)C (DIBAL). The solvent is C1CCOC1 (THF). Run at time 30 minute. The product is CC1(C(=C(C(O1)O)OC1=CC(=C(C=C1)F)F)C1=CC=C(C=C1)S(=O)(=O)C)C (5,5-Dimethyl-3-(3,4-difluorophenoxy)-2-hydroxy-4-(4-(methylsulfonyl)phenyl)-2,5-dihydrofuran). Isolated yield 69.5%. As a reaction SMILES: [F:1][C:2]1[CH:3]=[C:4]([CH:24]=[CH:25][C:26]=1[F:27])[O:5][C:6]1[C:7](=[O:23])[O:8][C:9]([CH3:22])([CH3:21])[C:10]=1[C:11]1[CH:16]=[CH:15][C:14]([S:17]([CH3:20])(=[O:19])=[O:18])=[CH:13][CH:12]=1.CC(C[AlH]CC(C)C)C>C1COCC1>[CH3:21][C:9]1([CH3:22])[O:8][CH:7]([OH:23])[C:6]([O:5][C:4]2[CH:24]=[CH:25][C:26]([F:27])=[C:2]([F:1])[CH:3]=2)=[C:10]1[C:11]1[CH:16]=[CH:15][C:14]([S:17]([CH3:20])(=[O:19])=[O:18])=[CH:13][CH:12]=1. Reported procedure: To a 0° C. solution of 3-(3,4-difluorophenoxy)-5,5-dimethyl-4-(4-(methylsulfonyl)phenyl)-5H-furan-2-one (500 mg, 1.27 mmol) in 10 mL of THF was added DIBAL (1.5M in toluene, 2.8 mL, 4.2 mmol). Warmed to r.t., and stirred 30 min. The reaction was quenched with acetone, followed by 0.5M sodium potassium tartrate and stirred overnight. The mixture was extracted with EtOAc, washed with brine, dried over MgSO4, filtered and concentrated. Crystalization from CH2Cl2 /toluene provided 350 mg of the titl... Starting materials: O (water), CN(C)C(C)(C)CC(C)(C)C (N,N-dimethyl t-octylamine), CI (methyl iodide). Run in ClCCl (dichloromethane). Conditions: time 24 hour. Yields the product [I-].C[N+](C)(C)C(C)(C)CC(C)(C)C (N,N,N-Trimethyl t-octylammonium iodide). Reaction SMILES: O.[CH3:2][N:3]([C:5]([CH2:8][C:9]([CH3:12])([CH3:11])[CH3:10])([CH3:7])[CH3:6])[CH3:4].[CH3:13][I:14]>ClCCl>[I-:14].[CH3:4][N+:3]([C:5]([CH2:8][C:9]([CH3:12])([CH3:11])[CH3:10])([CH3:6])[CH3:7])([CH3:13])[CH3:2] |f:4.5|. Procedure: To a stirred and cooled (water bath) solution of N,N-dimethyl t-octylamine (5 g, 31.8 mmol) in dichloromethane (30 mL) was added methyl iodide (6.7 g, 47.7 mmol) drop-wise. A slight increase in temperature was observed along with the formation light yellow precipitate. Stirring was continued for 24 h at room temperature, and at the end of this period, the solvent and excess methyl iodide were evaporated to produce a light yellow powder. This solid was washed with excess of n-pentane (3×75 mL), f... Reactants: C[S+](C)C, CC#N, CCOC(C)=O, O=Cc1cccc(F)n1, [I-], [K+], [OH-]. The product is Fc1cccc(C2CO2)n1. Reaction SMILES: [CH3:11][S+:12]([CH3:13])[CH3:14].[CH3:17][C:18]#[N:19].[CH3:20][CH2:21][O:22][C:23]([CH3:24])=[O:25].[F:1][c:2]1[cH:3][cH:4][cH:5][c:6]([CH:8]=[O:9])[n:7]1.[I-:10].[K+:16].[OH-:15]>>[F:1][c:2]1[cH:3][cH:4][cH:5][c:6]([CH:8]2[O:9][CH2:11]2)[n:7]1. Starting materials: N1=CC=CC=C1 (pyridine), CN(C1=CC(=NN1CC1=C(C=CC=C1)F)C(=O)N)C (5-(dimethylamino)-1-(2-fluorobenzyl)-1H-pyrazole-3-carboxamide), FC(C(=O)OC(C(F)(F)F)=O)(F)F (trifluoroacetic anhydride). Run in C1CCOC1 (THF). Conditions: time 24 hour. Product: CN(C1=CC(=NN1CC1=C(C=CC=C1)F)C#N)C (5-(dimethylamino)-1-(2-fluorobenzyl)-1H-pyrazole-3-carbonitrile). As a reaction SMILES: [CH3:1][N:2]([CH3:19])[C:3]1[N:7]([CH2:8][C:9]2[CH:14]=[CH:13][CH:12]=[CH:11][C:10]=2[F:15])[N:6]=[C:5]([C:16]([NH2:18])=O)[CH:4]=1.N1C=CC=CC=1.FC(F)(F)C(OC(=O)C(F)(F)F)=O>C1COCC1>[CH3:1][N:2]([CH3:19])[C:3]1[N:7]([CH2:8][C:9]2[CH:14]=[CH:13][CH:12]=[CH:11][C:10]=2[F:15])[N:6]=[C:5]([C:16]#[N:18])[CH:4]=1. Procedure details: 1.33 g of 5-(dimethylamino)-1-(2-fluorobenzyl)-1H-pyrazole-3-carboxamide 1-10-1 (5.07 mmol, 1.0 eq.) were dissolved in 74 mL of dry THF. 1.03 mL of pyridine (12.7 mmol, 2.50 eq.) were added. Then 1.79 mL of trifluoroacetic anhydride (12.7 mmol, 2.50 eq.) were added dropwise. The reaction mixture was stirred for 24 hours at rt. Then the reaction mixture was partitioned between water and ethyl acetate. The separated aqueous layer was extracted twice with ethyl acetate. The combined organic layers ... The reactants are crude material, CC1(C(NC2=CC(=C(C=C12)NC(C)=O)[N+](=O)[O-])=O)C (N-(3,3-dimethyl-6-nitro-2-oxo-2,3-dihydro-1H-indol-5-yl)-acetamide), CC#N (MeCN), C(CCCC)I (pentyliodide), C(=O)([O-])[O-].[K+].[K+] (K2CO3). The solvent is Cl (hydrochloric acid), CC(C)O (2-propanol). Product: NC=1C=C2C(C(N(C2=CC1[N+](=O)[O-])CCCCC)=O)(C)C (5-amino-3,3-dimethyl-6-nitro-1-pentyl-1,3-dihydro-indol-2-one). Yield: 73.6%. RXN SMILES: [CH3:1][C:2]1([CH3:19])[C:10]2[C:5](=[CH:6][C:7]([N+:15]([O-:17])=[O:16])=[C:8]([NH:11]C(=O)C)[CH:9]=2)[NH:4][C:3]1=[O:18].[CH2:20](I)[CH2:21][CH2:22][CH2:23][CH3:24].C([O-])([O-])=O.[K+].[K+].CC#N>CC(O)C.Cl>[NH2:11][C:8]1[CH:9]=[C:10]2[C:5](=[CH:6][C:7]=1[N+:15]([O-:17])=[O:16])[N:4]([CH2:20][CH2:21][CH2:22][CH2:23][CH3:24])[C:3](=[O:18])[C:2]2([CH3:1])[CH3:19] |f:2.3.4|. Procedure: Analogously to general procedure (I) N-(3,3-dimethyl-6-nitro-2-oxo-2,3-dihydro-1H-indol-5-yl)-acetamide (50 g) is alkylated using pentyliodide (76.8 g; 0.38 mol) and K2CO3 (53.6 g; 0.38 mol) at 60° C. for 24 h. After aqueous work-up the crude material is de-acetylated under reflux in 2-propanol (500 ml) and hydrochloric acid (6 N; 300 ml). After aqueous work-up pure 5-amino-3,3-dimethyl-6-nitro-1-pentyl-1,3-dihydro-indol-2-one (40.7 g) is obtained by re-crystallization from MeCN. Reactants: [Cl-].[Na+] (Sodium chloride), N(=[N+]=[N-])CC1=CC=C(C=C1)OC (1-(Azidomethyl)-4-methoxybenzene), O=C1C(O)=C([O-])[C@H](O1)[C@@H](O)CO.[Na+] (sodium L-ascorbate), C(CCCCC#C)(=O)O (Hept-6-ynoic acid), O (water). Solvent: CCOC(=O)C (EtOAc), CC(C)(C)O (t-BuOH). Run at time 72 hour. The product is COC1=CC=C(CN2N=NC(=C2)CCCCC(=O)O)C=C1 (5-(1-(4-Methoxybenzyl)-1H-1,2,3-triazol-4-yl)pentanoic acid). RXN SMILES: [N:1]([CH2:4][C:5]1[CH:10]=[CH:9][C:8]([O:11][CH3:12])=[CH:7][CH:6]=1)=[N+:2]=[N-:3].[C:13]([OH:21])(=[O:20])[CH2:14][CH2:15][CH2:16][CH2:17][C:18]#[CH:19].O.O=C1O[C@H]([C@H](CO)O)C([O-])=C1O.[Na+].[Cl-].[Na+]>CC(O)(C)C.CCOC(C)=O>[CH3:12][O:11][C:8]1[CH:9]=[CH:10][C:5]([CH2:4][N:1]2[CH:19]=[C:18]([CH2:17][CH2:16][CH2:15][CH2:14][C:13]([OH:21])=[O:20])[N:3]=[N:2]2)=[CH:6][CH:7]=1 |f:3.4,5.6|. Procedure: 1-(Azidomethyl)-4-methoxybenzene (259 mg, 1.585 mmol) was solubilised in t-BuOH (15.9 ml). Hept-6-ynoic acid (201 μl, 1.585 mmol) was added followed by water (15.9 ml) copper acetate (28.2 mg, 0.159 mmol) and sodium L-ascorbate (63 mg, 0.317 mmol). The reaction mixture was stirred at RT for 72 hrs. Sodium chloride was added and the mixture was stirred vigorously. EtOAc was added and the phases were separated. The aqueous layer was re-extracted with EtOAc and the combined organics were treated wi...